This data is from the Open Reaction Database (ORD), a public repository of structured organic reaction records. The task is: describe an organic reaction: reactants, conditions, products, and yield The reactants are BrC1=CC=CC=2CN(CCOC21)C(=O)OC(C)(C)C (tert-butyl 9-bromo-2,3-dihydro-1,4-benzoxazepine-4(5H)-carboxylate), O (water), CC1=C(C=CC=C1)B(O)O (2-methylphenylboronic acid). The reagents and catalysts are C=1C=CC(=CC1)[P](C=2C=CC=CC2)(C=3C=CC=CC3)[Pd]([P](C=4C=CC=CC4)(C=5C=CC=CC5)C=6C=CC=CC6)([P](C=7C=CC=CC7)(C=8C=CC=CC8)C=9C=CC=CC9)[P](C=1C=CC=CC1)(C=1C=CC=CC1)C=1C=CC=CC1 (tetrakis(triphenylphosphine)palladium(0)). Solvent: C(C)O (ethanol), C([O-])([O-])=O.[Na+].[Na+] (sodium carbonate), C1(=CC=CC=C1)C (toluene). Yields the product CC1=C(C=CC=C1)C1=CC=CC=2CN(CCOC21)C(=O)OC(C)(C)C (tert-butyl 9-(2-methylphenyl)-2,3-dihydro-1,4-benzoxazepine-4(5H)-carboxylate). Isolated yield 87.7%. As a reaction SMILES: Br[C:2]1[C:12]2[O:11][CH2:10][CH2:9][N:8]([C:13]([O:15][C:16]([CH3:19])([CH3:18])[CH3:17])=[O:14])[CH2:7][C:6]=2[CH:5]=[CH:4][CH:3]=1.[CH3:20][C:21]1[CH:26]=[CH:25][CH:24]=[CH:23][C:22]=1B(O)O.O>C(O)C.C(=O)([O-])[O-].[Na+].[Na+].C1(C)C=CC=CC=1.C1C=CC([P]([Pd]([P](C2C=CC=CC=2)(C2C=CC=CC=2)C2C=CC=CC=2)([P](C2C=CC=CC=2)(C2C=CC=CC=2)C2C=CC=CC=2)[P](C2C=CC=CC=2)(C2C=CC=CC=2)C2C=CC=CC=2)(C2C=CC=CC=2)C2C=CC=CC=2)=CC=1>[CH3:20][C:21]1[CH:26]=[CH:25][CH:24]=[CH:23][C:22]=1[C:2]1[C:12]2[O:11][CH2:10][CH2:9][N:8]([C:13]([O:15][C:16]([CH3:19])([CH3:18])[CH3:17])=[O:14])[CH2:7][C:6]=2[CH:5]=[CH:4][CH:3]=1 |f:4.5.6,^1:50,52,71,90|. Procedure: A mixture of tert-butyl 9-bromo-2,3-dihydro-1,4-benzoxazepine-4(5H)-carboxylate (200 mg, 0.605 mmol), a solution of 2-methylphenylboronic acid (124 mg, 0.912 mmol) in ethanol (0.7 ml), 2N aqueous sodium carbonate solution (2.5 ml), and tetrakis(triphenylphosphine)palladium(0) (84.0 mg, 0.0730 mmol) in toluene (5 ml) was stirred under a nitrogen atmosphere at 95° C. for 12 hr. The reaction mixture was poured into water, and the mixture was extracted with ethyl acetate. The extract was washed with... RXN SMILES: [CH3:22][c:23]1[s:24][c:25](-[c:31]2[cH:32][c:33]([CH3:37])[cH:34][cH:35][cH:36]2)[c:26]([C:28](=[O:29])[OH:30])[n:27]1.[CH:1]12[CH:2]([CH2:9][NH:10][C:11](=[O:12])[c:13]3[n:14][o:15][c:16]4[c:17]3[cH:18][cH:19][cH:20][cH:21]4)[NH:3][CH2:4][CH:5]1[CH2:6][CH2:7][CH2:8]2>>[CH:1]12[CH:2]([CH2:9][NH:10][C:11](=[O:12])[c:13]3[n:14][o:15][c:16]4[c:17]3[cH:18][cH:19][cH:20][cH:21]4)[N:3]([C:28]([c:26]3[c:25](-[c:31]4[cH:32][c:33]([CH3:37])[cH:34][cH:35][cH:36]4)[s:24][c:23]([CH3:22])[n:27]3)=[O:29])[CH2:4][CH:5]1[CH2:6][CH2:7][CH2:8]2. The product is Cc1cccc(-c2sc(C)nc2C(=O)N2CC3CCCC3C2CNC(=O)c2noc3ccccc23)c1. The reactants are Cc1cccc(-c2sc(C)nc2C(=O)O)c1, O=C(NCC1NCC2CCCC21)c1noc2ccccc12. Yields the product COC(=O)c1ccc(OCCCc2ccc(OCc3ccc(OCC4CC4)cc3)cc2)c(C(=O)NC2CCCC(C(=O)OC)C2)c1. As a reaction SMILES: [Cl:35][CH2:36][c:37]1[cH:38][cH:39][c:40]([O:43][CH2:44][CH:45]2[CH2:46][CH2:47]2)[cH:41][cH:42]1.[OH:1][c:2]1[cH:3][cH:4][c:5]([CH2:8][CH2:9][CH2:10][O:11][c:12]2[c:13]([C:22](=[O:23])[NH:24][CH:25]3[CH2:26][CH:27]([C:31](=[O:32])[O:33][CH3:34])[CH2:28][CH2:29][CH2:30]3)[cH:14][c:15]([C:16](=[O:17])[O:18][CH3:19])[cH:20][cH:21]2)[cH:6][cH:7]1>>[O:1]([c:2]1[cH:3][cH:4][c:5]([CH2:8][CH2:9][CH2:10][O:11][c:12]2[c:13]([C:22](=[O:23])[NH:24][CH:25]3[CH2:26][CH:27]([C:31](=[O:32])[O:33][CH3:34])[CH2:28][CH2:29][CH2:30]3)[cH:14][c:15]([C:16](=[O:17])[O:18][CH3:19])[cH:20][cH:21]2)[cH:6][cH:7]1)[CH2:36][c:37]1[cH:38][cH:39][c:40]([O:43][CH2:44][CH:45]2[CH2:46][CH2:47]2)[cH:41][cH:42]1. Reactants: ClCc1ccc(OCC2CC2)cc1, COC(=O)c1ccc(OCCCc2ccc(O)cc2)c(C(=O)NC2CCCC(C(=O)OC)C2)c1. The reactants are C(C1=CC=CC=C1)(=O)N[C@H](C(=O)N(CC(=O)N[C@@H](CC(=O)O)C=O)CC1=CC=CC=C1)C(C)C (3(S)-(2-((2(S)-Benzoylamino-3-methylbutyryl)benzylamino)acetylamino)-4-oxo-butyric Acid), C(C)OC(CN(CC1=CC(=CC=C1)NC(=O)OC(C)(C)C)C([C@H](C(C)C)NC(C1=CC=CC=C1)=O)=O)=O (((2(S)-Benzoylamino-3-methylbutyryl)-(3-Bocaminobenzyl)amino)acetic Acid Ethyl Ester), C(C)OC(CN(CC1=CC(=CC=C1)NC(=O)N)C([C@H](C(C)C)NC(C1=CC=CC=C1)=O)=O)=O (((2(S)-Benzoylamino-3-methylbutyryl)-(3-ureidobenzyl)amino)acetic Acid Ethyl Ester). The product is C(C1=CC=CC=C1)(=O)N[C@H](C(=O)N(CC(=O)N[C@@H](CC(=O)O)C=O)CC1=CC(=CC=C1)NC(=O)N)C(C)C (3(S)-(2-((2(S)-Benzoylamino-3-methylbutyryl)-(3-ureidobenzyl)amino)acetylamino)-4-oxo-butyric Acid). As a reaction SMILES: [C:1]([NH:9][C@@H:10]([CH:32]([CH3:34])[CH3:33])[C:11]([N:13]([CH2:25][C:26]1[CH:31]=[CH:30][CH:29]=[CH:28][CH:27]=1)[CH2:14][C:15]([NH:17][C@H:18]([CH:23]=[O:24])[CH2:19][C:20]([OH:22])=[O:21])=[O:16])=[O:12])(=[O:8])[C:2]1[CH:7]=[CH:6][CH:5]=[CH:4][CH:3]=1.C(OC(=O)CN(C(=O)[C@@H](NC(=O)C1C=CC=CC=1)C(C)C)CC1C=CC=C(NC(OC(C)(C)C)=O)C=1)C.C(OC(=O)CN(C(=O)[C@@H](NC(=O)C1C=CC=CC=1)C(C)C)CC1C=CC=C([NH:85][C:86]([NH2:88])=[O:87])C=1)C>>[C:1]([NH:9][C@@H:10]([CH:32]([CH3:34])[CH3:33])[C:11]([N:13]([CH2:25][C:26]1[CH:27]=[CH:28][CH:29]=[C:30]([NH:85][C:86]([NH2:88])=[O:87])[CH:31]=1)[CH2:14][C:15]([NH:17][C@H:18]([CH:23]=[O:24])[CH2:19][C:20]([OH:22])=[O:21])=[O:16])=[O:12])(=[O:8])[C:2]1[CH:7]=[CH:6][CH:5]=[CH:4][CH:3]=1. Reported procedure: Compound 741 was prepared by a method similar to the method used to prepare compound 706, except compound 703 was replaced with compound 740. ##STR120## Reactants: ClC1=NC(=NC=C1)C=1C=C(C=O)C=CC1 (3-(4-chloro-2-pyrimidinyl)benzaldehyde), [BH4-].[Na+] (sodium borohydride). The solvent is CC(C)O (2-propanol). Conditions: time 3 hour. Product: ClC1=NC(=NC=C1)C=1C=C(C=CC1)CO (3-(4-Chloro-2-pyrimidinyl)benzenemethanol). RXN SMILES: [Cl:1][C:2]1[CH:7]=[CH:6][N:5]=[C:4]([C:8]2[CH:9]=[C:10]([CH:13]=[CH:14][CH:15]=2)[CH:11]=[O:12])[N:3]=1.[BH4-].[Na+]>CC(O)C>[Cl:1][C:2]1[CH:7]=[CH:6][N:5]=[C:4]([C:8]2[CH:9]=[C:10]([CH2:11][OH:12])[CH:13]=[CH:14][CH:15]=2)[N:3]=1 |f:1.2|. Reported procedure: A 1.0 g portion of 3-(4-chloro-2-pyrimidinyl)benzaldehyde was dissolved in 230 ml of 2-propanol and 0.32 g of freshly ground sodium borohydride pellets was added. After stirring for 3 hours at 50°-60° C. in a water bath, the excess reducing agent was destroyed with 6N hydrochloric acid. The solution was neutralized with sodium bicarbonate and the mixture concentrated in vacuo. The residue was partitioned between ethyl acetate and water. The organic layer was dried over sodium sulfate and then ev... Reactants: NCCCCCCNC(CCCCCCC\C=C/CCCCCCCC)=O (N-(6-Aminohexyl)oleamide), CC1(OCC(C(O1)C(=O)NCCC(=O)O)(C)C)C (3-[N-(2,2,5,5-tetramethyl-1,3-dioxane-4-carbonyl)amino]propionic acid). Product: C(CCCCCCC\C=C/CCCCCCCC)(=O)NCCCCCCNC(CCNC(=O)C1OC(OCC1(C)C)(C)C)=O (N-(6-Oleoylaminohexyl)-3-[N-(2,2,5,5-tetramethyl-1,3-dioxane-4-carbonyl)amino]propanamide). Yield: 47.0%. As a reaction SMILES: [NH2:1][CH2:2][CH2:3][CH2:4][CH2:5][CH2:6][CH2:7][NH:8][C:9](=[O:27])[CH2:10][CH2:11][CH2:12][CH2:13][CH2:14][CH2:15][CH2:16]/[CH:17]=[CH:18]\[CH2:19][CH2:20][CH2:21][CH2:22][CH2:23][CH2:24][CH2:25][CH3:26].[CH3:28][C:29]1([CH3:45])[O:34][CH:33]([C:35]([NH:37][CH2:38][CH2:39][C:40](O)=[O:41])=[O:36])[C:32]([CH3:44])([CH3:43])[CH2:31][O:30]1>>[C:9]([NH:8][CH2:7][CH2:6][CH2:5][CH2:4][CH2:3][CH2:2][NH:1][C:40](=[O:41])[CH2:39][CH2:38][NH:37][C:35]([CH:33]1[C:32]([CH3:43])([CH3:44])[CH2:31][O:30][C:29]([CH3:45])([CH3:28])[O:34]1)=[O:36])(=[O:27])[CH2:10][CH2:11][CH2:12][CH2:13][CH2:14][CH2:15][CH2:16]/[CH:17]=[CH:18]\[CH2:19][CH2:20][CH2:21][CH2:22][CH2:23][CH2:24][CH2:25][CH3:26]. Procedure details: N-(6-Aminohexyl)oleamide (3.81 g) and 2.59 g of 3-[N-(2,2,5,5-tetramethyl-1,3-dioxane-4-carbonyl)amino]propionic acid were reacted in the same manner as in Example 1 to obtain 2.92 g of the title compound (yield: 47%). Reactants: BrBr (bromine), C(C1=CC=CC=C1)(=O)C=1C(N(C(N(C1C)CC)=O)CC)=O (5-Benzoyl-1,3-diethyl-6-methylpyrimidine-2,4(1H,3H)-dione), BrBr (bromine), BrBr (bromine). Run in C(Cl)(Cl)Cl (chloroform). Run at temperature 60 celsius. Yields the product C(C1=CC=CC=C1)(=O)C=1C(N(C(N(C1CBr)CC)=O)CC)=O (5-Benzoyl-6-(bromomethyl)-1,3-diethylpyrimidine-2,4(1H,3H)-dione). Reaction SMILES: [C:1]([C:9]1[C:10](=[O:21])[N:11]([CH2:19][CH3:20])[C:12](=[O:18])[N:13]([CH2:16][CH3:17])[C:14]=1[CH3:15])(=[O:8])[C:2]1[CH:7]=[CH:6][CH:5]=[CH:4][CH:3]=1.[Br:22]Br>C(Cl)(Cl)Cl>[C:1]([C:9]1[C:10](=[O:21])[N:11]([CH2:19][CH3:20])[C:12](=[O:18])[N:13]([CH2:16][CH3:17])[C:14]=1[CH2:15][Br:22])(=[O:8])[C:2]1[CH:7]=[CH:6][CH:5]=[CH:4][CH:3]=1. Procedure: 5-Benzoyl-1,3-diethyl-6-methylpyrimidine-2,4(1H,3H)-dione (step 2)(800 mg, 2.79 mmol) was dissolved in chloroform (Volume: 60 mL) and bromine (0.288 mL, 5.59 mmol) was added. The mixture was heated at 60° C. for 1 h. A further portion of bromine (0.288 mL, 5.59 mmol) was added. The mixture was heated for 30 mins and further bromine (0.288 mL, 5.59 mmol) was added. The reaction mixture was cooled to RT and washed with aqueous sodium metabisulfite. The organic phase was separated, passed through a...